Task: describe an organic reaction: reactants, conditions, products, and yield. Dataset: the Open Reaction Database (ORD), a public repository of structured organic reaction records Starting materials: O (Water), FC=1C=C(C(=NC1)N)C1=CC=C(C=C1)OC1=CC=CC=C1 (5-fluoro-3-(4-phenoxyphenyl)pyridin-2-amine), [H-].[Na+] (NaH), ClCCS(=O)(=O)Cl (2-chloroethanesulfonyl chloride). The solvent is CCCCCC (hexane), C1CCOC1 (THF), C1CCOC1 (THF). Conditions: time 8 hour. Yields the product FC=1C=C(C2=NS(CCN2C1)(=O)=O)C1=CC=C(C=C1)OC1=CC=CC=C1 (7-fluoro-9-(4-phenoxyphenyl)-3,4-dihydropyrido[2,1-c][1,2,4]thiadiazine 2,2-dioxide). Reaction SMILES: [F:1][C:2]1[CH:3]=[C:4]([C:9]2[CH:14]=[CH:13][C:12]([O:15][C:16]3[CH:21]=[CH:20][CH:19]=[CH:18][CH:17]=3)=[CH:11][CH:10]=2)[C:5]([NH2:8])=[N:6][CH:7]=1.[H-].[Na+].Cl[CH2:25][CH2:26][S:27](Cl)(=[O:29])=[O:28].O>C1COCC1.CCCCCC>[F:1][C:2]1[CH:3]=[C:4]([C:9]2[CH:10]=[CH:11][C:12]([O:15][C:16]3[CH:21]=[CH:20][CH:19]=[CH:18][CH:17]=3)=[CH:13][CH:14]=2)[C:5]2[N:6]([CH:7]=1)[CH2:25][CH2:26][S:27](=[O:29])(=[O:28])[N:8]=2 |f:1.2|. Procedure details: A solution of 5-fluoro-3-(4-phenoxyphenyl)pyridin-2-amine (124 mg) in THF (dry) (5 mL) was added to a suspension of NaH (60%, 88.0 mg) and 2-chloroethanesulfonyl chloride (0.139 mL) in THF (dry) (5 mL) at 0° C. The mixture was stirred at room temperature overnight. Water and hexane were added to give a white precipitate. The precipitate was collected by filtration and washed with water and EtOAc, then recrystallized from EtOAc-EtOH to give the title compound (29.0 mg) as a white solid.